Dataset: the Open Reaction Database (ORD), a public repository of structured organic reaction records. Task: describe an organic reaction: reactants, conditions, products, and yield The reactants are CCCCOc1c(CN(C(=O)[O-])C(C)(C)C)n(CC(C)C)c(=O)c2ccc(-c3ccccc3)cc12, CCOC(C)=O, Cl. Product: Cl, CCCCOc1c(CN)n(CC(C)C)c(=O)c2ccc(-c3ccccc3)cc12. As a reaction SMILES: [C:1]([N:5]([C:2](=[O:3])[O-:4])[CH2:9][c:10]1[n:11]([CH2:32][CH:33]([CH3:34])[CH3:35])[c:12](=[O:31])[c:13]2[cH:14][cH:15][c:16](-[c:25]3[cH:26][cH:27][cH:28][cH:29][cH:30]3)[cH:17][c:18]2[c:19]1[O:20][CH2:21][CH2:22][CH2:23][CH3:24])([CH3:6])([CH3:7])[CH3:8].[CH3:37][CH2:38][O:39][C:40](=[O:41])[CH3:42].[ClH:36]>>[ClH:36].[NH2:5][CH2:9][c:10]1[n:11]([CH2:32][CH:33]([CH3:34])[CH3:35])[c:12](=[O:31])[c:13]2[cH:14][cH:15][c:16](-[c:25]3[cH:26][cH:27][cH:28][cH:29][cH:30]3)[cH:17][c:18]2[c:19]1[O:20][CH2:21][CH2:22][CH2:23][CH3:24]. Product: C1(CC1)C(N1C(OC(CC1)(C1=CC=CC=C1)CC(C)(C)O)=O)C1=CC=C(C=C1)C1=CN(C(C=C1)=O)C (3-{Cyclopropyl-[4-(1-methyl-6-oxo-1,6-dihydro-pyridin-3-yl)-phenyl]-methyl}-6-(2-hydroxy-2-methyl-propyl)-6-phenyl-[1,3]oxazinan-2-one). Reactants: C1(CC1)C(N1C(OC(CC1)(C1=CC=CC=C1)CC(C)(C)O)=O)C1=CC=C(C=C1)C1=CC(N(C=C1)C)=O (3-{Cyclopropyl-[4-(1-methyl-2-oxo-1,2-dihydro-pyridin-4-yl)-phenyl]-methyl}-6-(2-hydroxy-2-methyl-propyl)-6-phenyl-[1,3]oxazinan-2-one), BrC=1C=CC(N(C1)C)=O (5-bromo-1-methyl-1H-pyridin-2-one). Reported procedure: The title compound was prepared from 3-{cyclopropyl-[4-(4,4,5,5-tetramethyl-[1,3,2]dioxaborolan-2-yl)-phenyl]methyl}-6-(2-hydroxy-2-methyl-propyl)-6-phenyl-[1,3]oxazinan-2-one (for preparation see Example 3) and 5-bromo-1-methyl-1H-pyridin-2-one following a procedure analogous to that described in Example 3. LC-MS (Method 1): tR=3.34 min; Mass spectrum (ESI+): m/z=487 [M+H]+. As a reaction SMILES: [CH:1]1([CH:4]([C:23]2[CH:28]=[CH:27][C:26](C3C=CN(C)C(=O)C=3)=[CH:25][CH:24]=2)[N:5]2[CH2:10][CH2:9][C:8]([CH2:17][C:18]([OH:21])([CH3:20])[CH3:19])([C:11]3[CH:16]=[CH:15][CH:14]=[CH:13][CH:12]=3)[O:7][C:6]2=[O:22])[CH2:3][CH2:2]1.Br[C:38]1[CH:39]=[CH:40][C:41](=[O:45])[N:42]([CH3:44])[CH:43]=1>>[CH:1]1([CH:4]([C:23]2[CH:28]=[CH:27][C:26]([C:38]3[CH:39]=[CH:40][C:41](=[O:45])[N:42]([CH3:44])[CH:43]=3)=[CH:25][CH:24]=2)[N:5]2[CH2:10][CH2:9][C:8]([CH2:17][C:18]([OH:21])([CH3:19])[CH3:20])([C:11]3[CH:16]=[CH:15][CH:14]=[CH:13][CH:12]=3)[O:7][C:6]2=[O:22])[CH2:3][CH2:2]1. The reactants are Cc1c(C(=O)O)oc2ccccc12, C1COCCN1. The reagents and catalysts are CCN=C=NCCCN(C)C.Cl (EDC-HCl), CN1CCOCC1 (NMM), C1=CC=C2C(=C1)C(=O)N(C2=O)O (N-Hydroxyphthalimide). Solvent: CN(C)C=O (DMF), CN(C)C=O (DMF), CN(C)C=O (DMF), CN(C)C=O (DMF), CN(C)C=O (DMF), CN(C)C=O (DMF). Reaction conditions: temperature 25 celsius, time 2 hour. The product is Cc1c(C(=O)N2CCOCC2)oc2ccccc12. The yield is 49.3%. Reaction SMILES: C1COCCN1.Cc1c(C(=O)O)oc2ccccc12.CCN=C=NCCCN(C)C.Cl.C1=CC=C2C(=C1)C(=O)N(C2=O)O.CN1CCOCC1.CN(C)C=O>>Cc1c(C(=O)N2CCOCC2)oc2ccccc12. Reaction SMILES: Cl[C:2]1[C:7]([CH3:8])=[N:6][C:5]([CH3:9])=[CH:4][N:3]=1.[C:10]([N:17]1[CH2:22][CH2:21][NH:20][CH2:19][CH2:18]1)([O:12][C:13]([CH3:16])([CH3:15])[CH3:14])=[O:11].C1(P(C2CCCCC2)C2C=CC=CC=2C2C(C(C)C)=CC(C(C)C)=CC=2C(C)C)CCCCC1.CC(C)([O-])C.[Na+]>C([O-])(=O)C.[Pd+2].C([O-])(=O)C.C1(C)C=CC=CC=1>[C:13]([O:12][C:10]([N:17]1[CH2:22][CH2:21][N:20]([C:2]2[C:7]([CH3:8])=[N:6][C:5]([CH3:9])=[CH:4][N:3]=2)[CH2:19][CH2:18]1)=[O:11])([CH3:16])([CH3:14])[CH3:15] |f:3.4,5.6.7|. Isolated yield 87.1%. Product: C(C)(C)(C)OC(=O)N1CCN(CC1)C1=NC=C(N=C1C)C (3′,5′-dimethyl-2,3,5,6-tetrahydro[1,2′]bipyrazinyl-4-carboxylic acid tert-butyl ester). Reactants: ClC1=NC=C(N=C1C)C (2-chloro-3,5-dimethylpyrazine), C(=O)(OC(C)(C)C)N1CCNCC1 (1-Boc-piperazine), C1(CCCCC1)P(C1=C(C=CC=C1)C1=C(C=C(C=C1C(C)C)C(C)C)C(C)C)C1CCCCC1 (2-(dicyclohexylphosphino)-2′,4′,6′-tri-isopropyl-1,1′-biphenyl), CC(C)([O-])C.[Na+] (sodium tert-butoxide). The solvent is C1(=CC=CC=C1)C (toluene). Reported procedure: To a mixture of 2-chloro-3,5-dimethylpyrazine (2.8 g), 1-Boc-piperazine (3.7 g), palladium (II) acetate (225 mg), 2-(dicyclohexylphosphino)-2′,4′,6′-tri-isopropyl-1,1′-biphenyl (953 mg) and sodium tert-butoxide (2.7 g) was added toluene (40 mL), and the mixture was refluxed for 8 hr. After cooling, the mixture was extracted with ethyl acetate. The organic layer was washed with saturated brine, and the solvent was evaporated. The residue was purified by column chromatography (hexane:ethyl acetate... The reagents and catalysts are C(C)(=O)[O-].[Pd+2].C(C)(=O)[O-] (palladium (II) acetate). Reactants: C[C@@]12[C@H](CC[C@H]1[C@@H]1CC[C@H]3CC=CC[C@]3(C)[C@H]1C(C2)=O)C(=O)O (5α-androst-2-en-11one 17β-carboxylic acid), ClC1=CC(=CC=C1)C(=O)OO (m-chloroperbenzoic acid). Solvent: C(Cl)(Cl)Cl (chloroform), C(Cl)(Cl)Cl (chloroform). Yields the product O1[C@H]2[C@@H]1C[C@@H]1CC[C@H]3[C@@H]4CC[C@@H]([C@@]4(C)CC([C@@H]3[C@]1(C2)C)=O)C(=O)O (2α,3α-epoxy-5α-androstan-11-one-17β-carboxylic acid). Reaction SMILES: [CH3:1][C@:2]12[CH2:19][C:18](=[O:20])[C@H:17]3[C@@H:7]([CH2:8][CH2:9][C@@H:10]4[C@:15]3([CH3:16])[CH2:14][CH:13]=[CH:12][CH2:11]4)[C@@H:6]1[CH2:5][CH2:4][C@@H:3]2[C:21]([OH:23])=[O:22].ClC1C=CC=C(C(OO)=[O:32])C=1>C(Cl)(Cl)Cl>[O:32]1[C@H:12]2[CH2:11][C@H:10]3[C@:15]([CH3:16])([CH2:14][C@@H:13]12)[C@@H:17]1[C@H:7]([C@H:6]2[C@@:2]([CH2:19][C:18]1=[O:20])([CH3:1])[C@@H:3]([C:21]([OH:23])=[O:22])[CH2:4][CH2:5]2)[CH2:8][CH2:9]3. Procedure details: A solution of 5α-androst-2-en-11one 17β-carboxylic acid (1.397 g.) and m-chloroperbenzoic acid (850 mg.) in chloroform (20 ml.) was stirred at room temperature for 3.25 hr. and then diluted with chloroform (75 ml.) prior to washing with 10% aqueous sodium bicarbonate and water. The chloroform solution was dried, filtered and evaporated to give a foam (1.04g.) which, after preparative t.l.c. afforded the pure title compound as a foam; [α]D + 69°, (c 0.3). The yield is 98.5%. RXN SMILES: [NH2:1][CH2:2][CH2:3][CH2:4][CH2:5][NH:6][C:7](=[O:13])[O:8][C:9]([CH3:12])([CH3:11])[CH3:10].[Cl:14][C:15]1[C:20]([N+:21]([O-:23])=[O:22])=[C:19](Cl)[CH:18]=[C:17]([CH3:25])[N:16]=1>CN(C)C=O>[Cl:14][C:15]1[C:20]([N+:21]([O-:23])=[O:22])=[C:19]([NH:1][CH2:2][CH2:3][CH2:4][CH2:5][NH:6][C:7](=[O:13])[O:8][C:9]([CH3:10])([CH3:12])[CH3:11])[CH:18]=[C:17]([CH3:25])[N:16]=1. The solvent is CN(C=O)C (N,N-dimethylformamide), CN(C=O)C (N,N-dimethylformamide). The reactants are NCCCCNC(OC(C)(C)C)=O (tert-butyl 4-aminobutylcarbamate), ClC1=NC(=CC(=C1[N+](=O)[O-])Cl)C (2,4-dichloro-6-methyl-3-nitropyridine). Product: ClC1=NC(=CC(=C1[N+](=O)[O-])NCCCCNC(OC(C)(C)C)=O)C (tert-butyl 4-[(2-chloro-6-methyl-3-nitropyridin-4-yl)amino]butylcarbamate). Conditions: time 8 hour. Procedure: A solution of tert-butyl 4-aminobutylcarbamate (32.12 g, 170.6 mmol) in N,N-dimethylformamide (200 mL) was added over a period of 90 minutes to a solution of 2,4-dichloro-6-methyl-3-nitropyridine (35.09 g, 169.5 mmol) in N,N-dimethylformamide (500 mL). The reaction mixture was stirred at ambient temperature overnight. The solvent was removed by vacuum distillation using a 24/40 short path distillation head and warm water. The residue was dissolved in ethyl acetate (700 mL), washed with water (3×...